From a dataset of the Open Reaction Database (ORD), a public repository of structured organic reaction records. describe an organic reaction: reactants, conditions, products, and yield Starting materials: CCCC[N+](CCCC)(CCCC)CCCC, C1CCOC1, [Cl-], [F-], C[Si](C)(C)C#CC(=O)C(c1cccc(-c2ccc(F)cc2F)n1)c1cc(C#N)ccc1F, [NH4+]. The product is C#CC(=O)C(c1cccc(-c2ccc(F)cc2F)n1)c1cc(C#N)ccc1F. Reaction SMILES: [CH2:34]([N+:35]([CH2:36][CH2:37][CH2:38][CH3:39])([CH2:40][CH2:41][CH2:42][CH3:43])[CH2:44][CH2:45][CH2:46][CH3:47])[CH2:48][CH2:49][CH3:50].[CH2:53]1[O:54][CH2:55][CH2:56][CH2:57]1.[Cl-:51].[F-:33].[F:1][c:2]1[c:3](-[c:9]2[cH:10][cH:11][cH:12][c:13]([CH:15]([C:16]([C:17]#[C:18][Si:19]([CH3:20])([CH3:21])[CH3:22])=[O:23])[c:24]3[cH:25][c:26]([C:27]#[N:28])[cH:29][cH:30][c:31]3[F:32])[n:14]2)[cH:4][cH:5][c:6]([F:8])[cH:7]1.[NH4+:52]>>[F:1][c:2]1[c:3](-[c:9]2[cH:10][cH:11][cH:12][c:13]([CH:15]([C:16]([C:17]#[CH:18])=[O:23])[c:24]3[cH:25][c:26]([C:27]#[N:28])[cH:29][cH:30][c:31]3[F:32])[n:14]2)[cH:4][cH:5][c:6]([F:8])[cH:7]1.